This data is from the Open Reaction Database (ORD), a public repository of structured organic reaction records. The task is: describe an organic reaction: reactants, conditions, products, and yield The reactants are ClC1=C(C(=O)O)C=C(C=N1)F (2-chloro-5-fluoronicotinic acid), S(O)(O)(=O)=O (sulfuric acid), CO (methanol), [OH-].[Na+] (sodium hydroxide). Run at temperature 0 celsius. Product: ClC1=C(C(=O)OC)C=C(C=N1)F (Methyl 2-chloro-5-fluoronicotinate). Isolated yield 25.0%. Reaction SMILES: [Cl:1][C:2]1[N:10]=[CH:9][C:8]([F:11])=[CH:7][C:3]=1[C:4]([OH:6])=[O:5].S(=O)(=O)(O)O.[OH-].[Na+].[CH3:19]O>>[Cl:1][C:2]1[N:10]=[CH:9][C:8]([F:11])=[CH:7][C:3]=1[C:4]([O:6][CH3:19])=[O:5] |f:2.3|. Reported procedure: To a solution of 2-chloro-5-fluoronicotinic acid (5.2 g, 30 mmol) in methanol (20 ml) was added conc. sulfuric acid (0.5 ml) and the reaction mixture was stirred at reflux for 30 hours. The reaction mixture was cooled to 0° C. and 0.5 N sodium hydroxide solution was added to the mixture. The whole was extracted with diethylether. The organic phase was washed with brine, dried (sodium sulfate), and concentrated to afford 3.2 g (25%) of the title compound: Starting materials: CN1C(CC[C@@]2(C3=C(CC[C@@H]12)C=C(C=C3)Br)C)=O ((+)-(4aR)-(10bR)-4-methyl-8-bromo-10b-methyl-1,2,3,4,4a,5,6,10b-octahydrobenzo[f]quinolin-3-one), FC(C1=C(C=CC(=C1)F)B(O)O)(F)F (2-trifluoromethyl-4-fluorophenylboronic acid), C([O-])([O-])=O.[Na+].[Na+] (sodium carbonate), C1CCOC1 (THF). Reagents/catalysts: [Pd].C1(=CC=CC=C1)P(C1=CC=CC=C1)C1=CC=CC=C1.C1(=CC=CC=C1)P(C1=CC=CC=C1)C1=CC=CC=C1.C1(=CC=CC=C1)P(C1=CC=CC=C1)C1=CC=CC=C1.C1(=CC=CC=C1)P(C1=CC=CC=C1)C1=CC=CC=C1 (tetrakis (triphenylphosphine) palladium (0)). Run in C(Cl)(Cl)Cl (chloroform). Yields the product CN1C(CC[C@@]2(C3=C(CC[C@@H]12)C=C(C=C3)C3=C(C=C(C=C3)F)C(F)(F)F)C)=O ((+)-(4aR)-(10bR)-4-methyl-8-(2-trifluoromethyl-4-fluoro-phenyl)-10b-methyl-1,2,3,4,4a,5,6,10b-octahydrobenzo[f]-quinolin-3-one). Isolated yield 37.7%. Reaction SMILES: [CH3:1][N:2]1[C@H:11]2[C@@:6]([CH3:17])([C:7]3[CH:15]=[CH:14][C:13](Br)=[CH:12][C:8]=3[CH2:9][CH2:10]2)[CH2:5][CH2:4][C:3]1=[O:18].[F:19][C:20]([F:32])([F:31])[C:21]1[CH:26]=[C:25]([F:27])[CH:24]=[CH:23][C:22]=1B(O)O.C(=O)([O-])[O-].[Na+].[Na+].C1COCC1>C(Cl)(Cl)Cl.[Pd].C1(P(C2C=CC=CC=2)C2C=CC=CC=2)C=CC=CC=1.C1(P(C2C=CC=CC=2)C2C=CC=CC=2)C=CC=CC=1.C1(P(C2C=CC=CC=2)C2C=CC=CC=2)C=CC=CC=1.C1(P(C2C=CC=CC=2)C2C=CC=CC=2)C=CC=CC=1>[CH3:1][N:2]1[C@H:11]2[C@@:6]([CH3:17])([C:7]3[CH:15]=[CH:14][C:13]([C:22]4[CH:23]=[CH:24][C:25]([F:27])=[CH:26][C:21]=4[C:20]([F:19])([F:32])[F:31])=[CH:12][C:8]=3[CH2:9][CH2:10]2)[CH2:5][CH2:4][C:3]1=[O:18] |f:2.3.4,7.8.9.10.11|. Procedure details: A 15 mL round bottom flask was charged with (+)-(4aR)-(10bR)-4-methyl-8-bromo-10b-methyl-1,2,3,4,4a,5,6,10b-octahydrobenzo[f]quinolin-3-one (200 mg, 0.65 mmol), tetrakis (triphenylphosphine) palladium (0) (23 mg, 0.02 mmol), 2-trifluoromethyl-4-fluorophenylboronic acid (162 mg, 0.78 mmol), 0.65 mL of 2M sodium carbonate solution and 2 mL of THF, fitted with a reflux condenser, and the stirred mixture was heated at 80°, under nitrogen, for 24 h. The mixture was cooled, diluted with chloroform (75... As a reaction SMILES: [C:5]([CH3:6])(=[O:7])[c:8]1[cH:9][c:10]([NH2:21])[c:11](-[c:14]2[cH:15][cH:16][c:17]([F:20])[cH:18][cH:19]2)[cH:12][cH:13]1.[N:1](=[O:2])[O-:3].[Na+:4].[OH2:22].[S:23](=[O:24])(=[O:25])([OH:26])[OH:27]>>[OH:2][c:10]1[cH:9][c:8]([C:5]([CH3:6])=[O:7])[cH:13][cH:12][c:11]1-[c:14]1[cH:15][cH:16][c:17]([F:20])[cH:18][cH:19]1. The product is CC(=O)c1ccc(-c2ccc(F)cc2)c(O)c1. The reactants are CC(=O)c1ccc(-c2ccc(F)cc2)c(N)c1, O=N[O-], [Na+], O, O=S(=O)(O)O. Starting materials: [O-2].[Nd+3].[O-2].[O-2].[Nd+3] (neodymium oxide), [Nd] (neodymium), C(C)C(COP(OCC(CCCC)CC)(O)=O)CCCC (di(2-ethylhexyl)phosphoric acid), CC1CCCCC1 (methylcyclohexane), [N+](=O)(O)[O-] (nitric acid), [Nd] (neodymium), [N+](=O)(O)[O-] (HNO3), [N+](=O)(O)[O-] (nitric acid). Run in O (water). Conditions: time 30 minute. Product: C(C)C(COP(=O)(OCC(CCCC)CC)[O-])CCCC.[Nd+] (neodymium di(2-ethylhexyl)phosphate). Yield: 95.0%. Reaction SMILES: [O-2].[Nd+3:2].[O-2].[O-2].[Nd+3].[Nd].[CH2:7]([CH:9]([CH2:24][CH2:25][CH2:26][CH3:27])[CH2:10][O:11][P:12](=[O:23])([OH:22])[O:13][CH2:14][CH:15]([CH2:20][CH3:21])[CH2:16][CH2:17][CH2:18][CH3:19])[CH3:8].CC1CCCCC1.[N+]([O-])(O)=O>O>[CH2:7]([CH:9]([CH2:24][CH2:25][CH2:26][CH3:27])[CH2:10][O:11][P:12]([O-:23])([O:13][CH2:14][CH:15]([CH2:20][CH3:21])[CH2:16][CH2:17][CH2:18][CH3:19])=[O:22])[CH3:8].[Nd+:2] |f:0.1.2.3.4,10.11|. Procedure: 3.03 g of neodymium oxide containing 72.4% by weight of neodymium, 16.15 g of di(2-ethylhexyl)phosphoric acid (DEHPA), 80 g of methylcyclohexane (MCH) and 1.8 ml of nitric acid at 0.5 mol/l are introduced into a reactor made inert beforehand with argon. This amount of nitric acid corresponds to 0.06 molar equivalent of HNO3 relative to the neodymium. The mixture is stirred and brought to 80° C. until the presence of solid can no longer be distinguished visually, i.e., in this case, 3 h. The mixt... Run in C(C)(=O)O (acetic acid), O (water). Reaction SMILES: [O:1]1[C:5]2[CH:6]=[CH:7][CH:8]=[CH:9][C:4]=2[N:3]=[C:2]1[C:10]1[CH2:11][CH2:12][N:13](C(OCC(Cl)(Cl)Cl)=O)[CH2:14][CH:15]=1>C(O)(=O)C.O.[Zn]>[NH:13]1[CH2:14][CH:15]=[C:10]([C:2]2[O:1][C:5]3[CH:6]=[CH:7][CH:8]=[CH:9][C:4]=3[N:3]=2)[CH2:11][CH2:12]1. Starting materials: O1C(=NC2=C1C=CC=C2)C=2CCN(CC2)C(=O)OCC(Cl)(Cl)Cl (4-(2-benzoxazolyl)-3,6-dihydro-1(2H)-pyridinecarboxylic acid, 2,2,2-trichloroethyl ester). The reagents and catalysts are [Zn] (zinc). Reaction conditions: time 6 hour. Product: N1CCC(=CC1)C=1OC2=C(N1)C=CC=C2 (2-(1,2,3,6-Tetrahydro-4-pyridinyl)benzoxazole). Reported procedure: To a solution of 52.6 g of 4-(2-benzoxazolyl)-3,6-dihydro-1(2H)-pyridinecarboxylic acid, 2,2,2-trichloroethyl ester in 1250 ml of glacial acetic acid is gradually added 92.5 g of zinc dust and the reaction mixture stirred at room temperature under nitrogen for 6 hours. The reaction mixture is filtered and concentrated on the rotary evaporator to give a viscous gum. This material is suspended in 500 ml of water, the pH adjusted to 2-3, and the suspension extracted with 500 ml of ether in two port... Reactants: C1CCOC1, O=C1CCc2cc(O)ccc21, OCc1cc(-c2ccccc2)c(C(F)(F)F)s1, c1ccc(P(c2ccccc2)c2ccccc2)cc1. Yields the product O=C1CCc2cc(OCc3cc(-c4ccccc4)c(C(F)(F)F)s3)ccc21. Reaction SMILES: [CH2:48]1[O:49][CH2:50][CH2:51][CH2:52]1.[OH:18][c:19]1[cH:20][c:21]2[c:25]([cH:26][cH:27]1)[C:24](=[O:28])[CH2:23][CH2:22]2.[OH:1][CH2:2][c:3]1[s:4][c:5]([C:14]([F:15])([F:16])[F:17])[c:6](-[c:8]2[cH:9][cH:10][cH:11][cH:12][cH:13]2)[cH:7]1.[c:29]1([P:30]([c:31]2[cH:32][cH:33][cH:34][cH:35][cH:36]2)[c:37]2[cH:38][cH:39][cH:40][cH:41][cH:42]2)[cH:43][cH:44][cH:45][cH:46][cH:47]1>>[O:1]([CH2:2][c:3]1[s:4][c:5]([C:14]([F:15])([F:16])[F:17])[c:6](-[c:8]2[cH:9][cH:10][cH:11][cH:12][cH:13]2)[cH:7]1)[c:19]1[cH:20][c:21]2[c:25]([cH:26][cH:27]1)[C:24](=[O:28])[CH2:23][CH2:22]2.